This data is from the Open Reaction Database (ORD), a public repository of structured organic reaction records. The task is: describe an organic reaction: reactants, conditions, products, and yield Reactants: O=C([O-])O, CC(C)=O, COC(OC)C(C)(O)c1cccc(OCc2ccc3ccccc3c2)c1, [Na+], O=S(=O)(O)O. Yields the product COC1OC(C)(C)OC1(C)c1cccc(OCc2ccc3ccccc3c2)c1. Reaction SMILES: [C:32](=[O:33])([OH:34])[O-:35].[CH3:37][C:38]([CH3:39])=[O:40].[CH3:6][O:7][CH:8]([C:9]([CH3:10])([c:11]1[cH:12][c:13]([O:17][CH2:18][c:19]2[cH:20][c:21]3[cH:22][cH:23][cH:24][cH:25][c:26]3[cH:27][cH:28]2)[cH:14][cH:15][cH:16]1)[OH:29])[O:30][CH3:31].[Na+:36].[S:1](=[O:2])(=[O:3])([OH:4])[OH:5]>>[CH3:6][O:7][CH:8]1[C:9]([CH3:10])([c:11]2[cH:12][c:13]([O:17][CH2:18][c:19]3[cH:20][c:21]4[cH:22][cH:23][cH:24][cH:25][c:26]4[cH:27][cH:28]3)[cH:14][cH:15][cH:16]2)[O:29][C:38]([CH3:37])([CH3:39])[O:40]1. Reactants: C[Mg]Br (methylmagnesium bromide), CCOCC (ether), C(#N)C1=C(N(C2=CC=CC=C12)C1=CC(=CC=C1)F)C(=O)N(C)OC (3-cyano-1-(3-fluorophenyl)-N-methoxy-N-methyl-1H-indole-2-carboxamide). Solvent: O1CCCC1 (tetrahydrofuran). Conditions: time 8 hour. Product: C(C)(=O)C=1N(C2=CC=CC=C2C1C#N)C1=CC(=CC=C1)F (2-Acetyl-1-(3-fluorophenyl)-1H-indole-3-carbonitrile). Yield: 56.0%. RXN SMILES: [C:1]([C:3]1[C:11]2[C:6](=[CH:7][CH:8]=[CH:9][CH:10]=2)[N:5]([C:12]2[CH:17]=[CH:16][CH:15]=[C:14]([F:18])[CH:13]=2)[C:4]=1[C:19](N(OC)C)=[O:20])#[N:2].[CH3:25][Mg]Br.CCOCC>O1CCCC1>[C:19]([C:4]1[N:5]([C:12]2[CH:17]=[CH:16][CH:15]=[C:14]([F:18])[CH:13]=2)[C:6]2[C:11]([C:3]=1[C:1]#[N:2])=[CH:10][CH:9]=[CH:8][CH:7]=2)(=[O:20])[CH3:25]. Procedure: To a mixture of 3-cyano-1-(3-fluorophenyl)-N-methoxy-N-methyl-1H-indole-2-carboxamide (90 mg, 0.28 mmol) in tetrahydrofuran (3 mL) was added 3.0 M methylmagnesium bromide in ether (0.93 mL, 2.8 mmol). The reaction was stirred at room temperature overnight. The reaction was quenched with saturated NH4Cl solution and extracted with EtOAc. The combined organic layers were dried over MgSO4, concentrated, and purified on silica gel (eluting with 0-15% EtOAc/hexane) to give the desired product (43 mg,... Starting materials: BrC(Br)(Br)Br, COc1cc(CN2CCC(CCCO)(c3ccc(Cl)c(Cl)c3)C2)cc(OC)c1OC, c1ccc(P(c2ccccc2)c2ccccc2)cc1. The product is COc1cc(CN2CCC(CCCBr)(c3ccc(Cl)c(Cl)c3)C2)cc(OC)c1OC. As a reaction SMILES: [C:31]([Br:32])([Br:33])([Br:34])[Br:35].[Cl:1][c:2]1[cH:3][c:4]([C:9]2([CH2:27][CH2:28][CH2:29][OH:30])[CH2:10][CH2:11][N:12]([CH2:14][c:15]3[cH:16][c:17]([O:25][CH3:26])[c:18]([O:23][CH3:24])[c:19]([O:21][CH3:22])[cH:20]3)[CH2:13]2)[cH:5][cH:6][c:7]1[Cl:8].[c:36]1([P:37]([c:38]2[cH:39][cH:40][cH:41][cH:42][cH:43]2)[c:44]2[cH:45][cH:46][cH:47][cH:48][cH:49]2)[cH:50][cH:51][cH:52][cH:53][cH:54]1>>[Cl:1][c:2]1[cH:3][c:4]([C:9]2([CH2:27][CH2:28][CH2:29][Br:32])[CH2:10][CH2:11][N:12]([CH2:14][c:15]3[cH:16][c:17]([O:25][CH3:26])[c:18]([O:23][CH3:24])[c:19]([O:21][CH3:22])[cH:20]3)[CH2:13]2)[cH:5][cH:6][c:7]1[Cl:8]. The reactants are C1(CCCC1)N1C(NCC=2C1=NC(=NC2)NC2=CC=C(C=C2)N2CC(CCC2)O)=O (1-cyclopentyl-7-[4-(3-hydroxypiperidin-1-yl)phenylamino]-3,4-dihydro-pyrimido[4,5-d]pyrimidin-2(1H)-one), CC(C)([O-])C.[K+] (potassium tert-butoxide). Solvent: C1CCOC1 (THF). Yields the product C1(CCCC1)N1C(N=CC=2C1=NC(=NC2)NC2=CC=C(C=C2)N2CC(CCC2)O)=O (1-Cyclopentyl-7-[4-(3-hydroxypiperidin-1-yl)phenylamino]pyrimido[4,5-d]-pyrimidin-2(1H)-one). Yield: 47.8%. Reaction SMILES: [CH:1]1([N:6]2[C:11]3=[N:12][C:13]([NH:16][C:17]4[CH:22]=[CH:21][C:20]([N:23]5[CH2:28][CH2:27][CH2:26][CH:25]([OH:29])[CH2:24]5)=[CH:19][CH:18]=4)=[N:14][CH:15]=[C:10]3[CH2:9][NH:8][C:7]2=[O:30])[CH2:5][CH2:4][CH2:3][CH2:2]1.CC(C)([O-])C.[K+]>C1COCC1>[CH:1]1([N:6]2[C:11]3=[N:12][C:13]([NH:16][C:17]4[CH:18]=[CH:19][C:20]([N:23]5[CH2:28][CH2:27][CH2:26][CH:25]([OH:29])[CH2:24]5)=[CH:21][CH:22]=4)=[N:14][CH:15]=[C:10]3[CH:9]=[N:8][C:7]2=[O:30])[CH2:2][CH2:3][CH2:4][CH2:5]1 |f:1.2|. Procedure: Prepared from 75 mg (0.18 mmol) of 1-cyclopentyl-7-[4-(3-hydroxypiperidin-1-yl)phenylamino]-3,4-dihydro-pyrimido[4,5-d]pyrimidin-2(1H)-one and 82 mg (0.73 mmol) of potassium tert-butoxide in 4.0 mL of THF. The semi-solid residue is triturated in diethyl ether, and the orange amorphous solid is collected and dried to give 35 mg (45%) of the title compound: mp>135° C. (dec).